From a dataset of the Open Reaction Database (ORD), a public repository of structured organic reaction records. describe an organic reaction: reactants, conditions, products, and yield Reactants: C1CNCCN1, CCO, Clc1cc(N2CCCC2)nc(Cl)n1. Yields the product Clc1cc(N2CCCC2)nc(N2CCNCC2)n1. Reaction SMILES: [CH2:14]1[CH2:15][NH:16][CH2:17][CH2:18][NH:19]1.[CH3:20][CH2:21][OH:22].[Cl:1][c:2]1[n:3][c:4]([N:9]2[CH2:10][CH2:11][CH2:12][CH2:13]2)[cH:5][c:6]([Cl:8])[n:7]1>>[c:2]1([N:16]2[CH2:15][CH2:14][NH:19][CH2:18][CH2:17]2)[n:3][c:4]([N:9]2[CH2:10][CH2:11][CH2:12][CH2:13]2)[cH:5][c:6]([Cl:8])[n:7]1. The product is CN(C(=O)CC1=C(N(C2=CC=C(C=C12)F)CC=1C2=C(SC1)C=CC(=C2)F)C(=O)O)C (3-Dimethylcarbamoylmethyl-5-fluoro-1-(5-fluoro-benzo[b]thiophen-3-ylmethyl)-1H-indole-2-carboxylic acid). Reactants: C(=O)(O)CC1=C(N(C2=CC=C(C=C12)F)CC=1C2=C(SC1)C=CC(=C2)F)C(=O)O (3-Carboxymethyl-5-fluoro-1-(5-fluoro-benzo[b]thiophen-3-ylmethyl)-1H-indole-2-carboxylic acid), FC=1C=C2C3=C(N(C2=CC1)CC=1C2=C(SC1)C=CC(=C2)F)C(OC(C3)=O)=O (6-fluoro-9-(5-fluoro-benzo[b]thiophen-3-ylmethyl)-4,9-dihydro-pyrano[3,4-b]indole-1,3-dione), CNC (dimethyl amine). As a reaction SMILES: [C:1]([CH2:4][C:5]1[C:13]2[C:8](=[CH:9][CH:10]=[C:11]([F:14])[CH:12]=2)[N:7]([CH2:15][C:16]2[C:17]3[CH:24]=[C:23]([F:25])[CH:22]=[CH:21][C:18]=3[S:19][CH:20]=2)[C:6]=1[C:26]([OH:28])=[O:27])(O)=[O:2].FC1C=C2[C:36](=CC=1)[N:35](CC1C3C=C(F)C=CC=3SC=1)[C:34]1C(=O)OC(=O)CC2=1.CNC>>[CH3:34][N:35]([CH3:36])[C:1]([CH2:4][C:5]1[C:13]2[C:8](=[CH:9][CH:10]=[C:11]([F:14])[CH:12]=2)[N:7]([CH2:15][C:16]2[C:17]3[CH:24]=[C:23]([F:25])[CH:22]=[CH:21][C:18]=3[S:19][CH:20]=2)[C:6]=1[C:26]([OH:28])=[O:27])=[O:2]. Procedure: 3-Carboxymethyl-5-fluoro-1-(5-fluoro-benzo[b]thiophen-3-ylmethyl)-1H-indole-2-carboxylic acid (from Example 60) was converted to 6-fluoro-9-(5-fluoro-benzo[b]thiophen-3-ylmethyl)-4,9-dihydro-pyrano[3,4-b]indole-1,3-dione as described in Example 68.1. which was reacted with dimethyl amine as described in Example 68.2. to give the title compound as a white solid. MS: 427.2 ([M−H]−). The reactants are FC1=C(C=CC(=C1)I)NC=1C=NC=CC1C=1OC(=NN1)SC ((2-Fluoro-4-iodo-phenyl)-[4-(5-methylsulfanyl-[1,3,4]oxadiazol-2-yl)-pyridin-3-yl]-amine), N1CCOCC1 (morphline). Run in O1CCOCC1 (dioxane). Conditions: temperature 120 celsius, time 8 hour. The product is FC1=C(C=CC(=C1)I)NC=1C=NC=CC1C=1OC(=NN1)N1CCOCC1 ((2-Fluoro-4-iodo-phenyl)-[4-(5-morpholin-4-yl-[1,3,4]oxadiazol-2-yl)-pyridin-3-yl]-amine). As a reaction SMILES: [F:1][C:2]1[CH:7]=[C:6]([I:8])[CH:5]=[CH:4][C:3]=1[NH:9][C:10]1[CH:11]=[N:12][CH:13]=[CH:14][C:15]=1[C:16]1[O:17][C:18](SC)=[N:19][N:20]=1.[NH:23]1[CH2:28][CH2:27][O:26][CH2:25][CH2:24]1>O1CCOCC1>[F:1][C:2]1[CH:7]=[C:6]([I:8])[CH:5]=[CH:4][C:3]=1[NH:9][C:10]1[CH:11]=[N:12][CH:13]=[CH:14][C:15]=1[C:16]1[O:17][C:18]([N:23]2[CH2:28][CH2:27][O:26][CH2:25][CH2:24]2)=[N:19][N:20]=1. Procedure details: To a solution of (2-Fluoro-4-iodo-phenyl)-[4-(5-methylsulfanyl-[1,3,4]oxadiazol-2-yl)-pyridin-3-yl]-amine (100 mg, 0.23 mmol) in dioxane (5 mL) were added morphline (101 mg, 1.17 mmol). The reaction mixture was stirred at 120° C. for 8 h. The solvent was evaporated, residue was purified with prep plate (CH2Cl2:MeOH=20:1 5% TEA), collected product 24 mg. LC-MS (Method A) [5.20 min; 468(M+1)] The reactants are COC(=O)N[C@@H](CC1=CC=C(C=C1)OC)C(=O)O (N-methoxycarbonyl-O-methyl-L-tyrosine), S(=O)(Cl)Cl (thionyl chloride). Solvent: ClCCl (dichloromethane). Run at time 1 hour. The product is COC1=CC=C2CC(C(C2=C1)=O)NC(=O)OC (6-methoxy-2-(methoxycarbonylamino)indan-1-one). Yield: 25.8%. RXN SMILES: [CH3:1][O:2][C:3]([NH:5][C@H:6]([C:16]([OH:18])=O)[CH2:7][C:8]1[CH:13]=[CH:12][C:11]([O:14][CH3:15])=[CH:10][CH:9]=1)=[O:4].S(Cl)(Cl)=O>ClCCl>[CH3:15][O:14][C:11]1[CH:10]=[C:9]2[C:8]([CH2:7][CH:6]([NH:5][C:3]([O:2][CH3:1])=[O:4])[C:16]2=[O:18])=[CH:13][CH:12]=1. Reported procedure: To a solution of N-methoxycarbonyl-O-methyl-L-tyrosine (0.5 g) in dichloromethane (2 ml) was added thionyl chloride (0.29 ml). After stirring for 1 hour at ambient temperature, the reaction mixture was concentrated in vacuo. The residue was dissolved in dichloromethane (5 ml) and treated with 0.9M ethylaluminum dichloride in dichloromethane (4.4 ml) in an ice-bath. The mixture was allowed to warm to ambient temperature and stirred overnight. The mixture was poured into concentrated hydrochloric ... Starting materials: S(=O)(=O)([O-])[O-].[Mg+2] (magnesium sulphate), C(C)=O (acetaldehyde), N1=CCCC1 (1-pyrroline), CCOCC (ether), S (Hydrogen sulphide). Run at time 15 hour. Yields the product CC1SC(N2C(S1)CCC2)C (2,4-dimethyltetrahydropyrrolo[2.1-d]-[1,3,5]-dithiazine). RXN SMILES: [CH:1](=O)[CH3:2].[N:4]1[CH2:8][CH2:7][CH2:6][CH:5]=1.[SH2:9].[S:10]([O-])([O-])(=O)=O.[Mg+2].CCO[CH2:19][CH3:20]>>[CH3:20][CH:19]1[S:10][CH:5]2[CH2:6][CH2:7][CH2:8][N:4]2[CH:1]([CH3:2])[S:9]1 |f:3.4|. Reported procedure: 44 g (1 mol) of acetaldehyde are added dropwise to a solution of 34.5 g (0.5 mol) of 1-pyrroline in 150 ml of ether. Hydrogen sulphide is then passed into the reaction mixture, while the latter is cooled with ice, until saturation is reached. After 10 g of magnesium sulphate have been added, the reaction mixture is kept at room temperature for 15 hours. When the ether has been removed by distillation, the residue is fractionally distilled. 43 g of 2,4-dimethyltetrahydropyrrolo[2.1-d]-[1,3,5]-dit...